The task is: describe an organic reaction: reactants, conditions, products, and yield. This data is from the Open Reaction Database (ORD), a public repository of structured organic reaction records. The reactants are FC1=C(C(=CC=C1)C#N)C1=C(C(=O)OC)C=C(C(N1)=O)C1=CC=CC=C1 (methyl 2-(2-fluoro-6-cyanophenyl)-1,6-dihydro-6-oxo-5-phenylnicotinate). Reagents/catalysts: [Zn] (zinc). Solvent: C(C)(=O)O (acetic acid). Conditions: time 8 hour. Yields the product FC=1C=CC=C2CN3C(C12)=C(C=C(C3=O)C3=CC=CC=C3)C(=O)OC (methyl 10-fluoro-4,6-dihydro-4-oxo-3-phenylpyrido[2,1-a]isoindole-1-carboxylate). The yield is 23.0%. Reaction SMILES: [F:1][C:2]1[CH:7]=[CH:6][CH:5]=[C:4]([C:8]#N)[C:3]=1[C:10]1[NH:19][C:18](=[O:20])[C:17]([C:21]2[CH:26]=[CH:25][CH:24]=[CH:23][CH:22]=2)=[CH:16][C:11]=1[C:12]([O:14][CH3:15])=[O:13]>[Zn].C(O)(=O)C>[F:1][C:2]1[CH:7]=[CH:6][CH:5]=[C:4]2[C:3]=1[C:10]1=[C:11]([C:12]([O:14][CH3:15])=[O:13])[CH:16]=[C:17]([C:21]3[CH:22]=[CH:23][CH:24]=[CH:25][CH:26]=3)[C:18](=[O:20])[N:19]1[CH2:8]2. Reported procedure: A mixture of 1.04 g of methyl 2-(2-fluoro-6-cyanophenyl)-1,6-dihydro-6-oxo-5-phenylnicotinate, 0.98 g of zinc powder and 30 ml of acetic acid was heated to boiling under reflux for 30 minutes. The mixture was filtered while hot and the filtrate was evaporated in a vacuum. The residue was stirred overnight in 30 ml of water, whereupon the resulting crystals were filtered off under suction and washed with methylene chloride. By chromatography on silica gel with methylene chloride/diethyl ether (9:... The reactants are CN(C)C=O, O=C1NC(=O)C2CCCCC12, Cl, [H-], [Na+], ClCCCN1CCN(c2ncccn2)CC1. The product is O=C1C2CCCCC2C(=O)N1CCCN1CCN(c2ncccn2)CC1, Cl. Reaction SMILES: [CH3:31][N:32]([CH3:33])[CH:34]=[O:35].[CH:1]12[CH:2]([CH2:3][CH2:4][CH2:5][CH2:6]1)[C:7](=[O:11])[NH:8][C:9]2=[O:10].[ClH:30].[H-:12].[Na+:13].[n:14]1[c:15]([N:20]2[CH2:21][CH2:22][N:23]([CH2:26][CH2:27][CH2:28][Cl:29])[CH2:24][CH2:25]2)[n:16][cH:17][cH:18][cH:19]1>>[CH:1]12[CH:2]([CH2:3][CH2:4][CH2:5][CH2:6]1)[C:7](=[O:11])[N:8]([CH2:28][CH2:27][CH2:26][N:23]1[CH2:22][CH2:21][N:20]([c:15]3[n:14][cH:19][cH:18][cH:17][n:16]3)[CH2:25][CH2:24]1)[C:9]2=[O:10].[ClH:29]. Reaction SMILES: [Br:1][c:2]1[cH:3][c:4]2[c:5]([n:6][c:7]([N:9]3[CH:10]([C:15](=[O:16])[OH:17])[CH2:11][CH2:12][CH2:13][CH2:14]3)[o:8]2)[cH:18][cH:19]1.[CH2:20]([c:21]1[cH:22][cH:23][cH:24][cH:25][cH:26]1)[N:27]1[CH2:28][CH:29]([NH2:32])[CH2:30][CH2:31]1>>[Br:1][c:2]1[cH:3][c:4]2[c:5]([n:6][c:7]([N:9]3[CH:10]([C:15](=[O:17])[NH:32][CH:29]4[CH2:28][N:27]([CH2:20][c:21]5[cH:22][cH:23][cH:24][cH:25][cH:26]5)[CH2:31][CH2:30]4)[CH2:11][CH2:12][CH2:13][CH2:14]3)[o:8]2)[cH:18][cH:19]1. Starting materials: O=C(O)C1CCCCN1c1nc2ccc(Br)cc2o1, NC1CCN(Cc2ccccc2)C1. Product: O=C(NC1CCN(Cc2ccccc2)C1)C1CCCCN1c1nc2ccc(Br)cc2o1. Starting materials: Cc1cc(N)n[nH]1, CCN(C(C)C)C(C)C, COC(=O)c1ccc2c(Cl)nc(C(F)(F)c3ccc(F)cc3)nc2c1, CN(C)C=O, O. The product is COC(=O)c1ccc2c(Nc3cc(C)[nH]n3)nc(C(F)(F)c3ccc(F)cc3)nc2c1. As a reaction SMILES: [CH3:26][c:27]1[cH:28][c:29]([NH2:32])[n:30][nH:31]1.[CH:33]([N:34]([CH2:35][CH3:36])[CH:37]([CH3:38])[CH3:39])([CH3:40])[CH3:41].[Cl:1][c:2]1[n:3][c:4]([C:16]([c:17]2[cH:18][cH:19][c:20]([F:23])[cH:21][cH:22]2)([F:24])[F:25])[n:5][c:6]2[cH:7][c:8]([C:12](=[O:13])[O:14][CH3:15])[cH:9][cH:10][c:11]12.[O:42]=[CH:43][N:44]([CH3:45])[CH3:46].[OH2:47]>>[c:2]1([NH:32][c:29]2[cH:28][c:27]([CH3:26])[nH:31][n:30]2)[n:3][c:4]([C:16]([c:17]2[cH:18][cH:19][c:20]([F:23])[cH:21][cH:22]2)([F:24])[F:25])[n:5][c:6]2[cH:7][c:8]([C:12](=[O:13])[O:14][CH3:15])[cH:9][cH:10][c:11]12. Starting materials: IN1C(CCC1=O)=O (N-iodosuccinimide), C(C)(C)(C)OC(=O)NCC1CC=2C(=C3C=CC(NC3=CC2)=O)O1 (2-(t-Butoxycarbonyl)aminomethyl-2,3,6,7-tetrahydrofuro[2,3-f]quinoline-7-one), IN1C(CCC1=O)=O (N-iodosuccinimide), IN1C(CCC1=O)=O (N-iodosuccinimide). The solvent is C(Cl)(Cl)Cl.CO (chloroform methanol). Reaction conditions: time 2 hour. Yields the product C(C)(C)(C)OC(=O)NCC1CC=2C(=C3C=CC(NC3=C(C2)I)=O)O1 (2-(t-butoxycarbonyl)aminomethyl-5-iodo -2,3,6,7-tetrahydrofuro[2,3-f]quinoline-7-one). Isolated yield 73.2%. Reaction SMILES: [C:1]([O:5][C:6]([NH:8][CH2:9][CH:10]1[O:23][C:13]2=[C:14]3[C:19](=[CH:20][CH:21]=[C:12]2[CH2:11]1)[NH:18][C:17](=[O:22])[CH:16]=[CH:15]3)=[O:7])([CH3:4])([CH3:3])[CH3:2].[I:24]N1C(=O)CCC1=O>C(Cl)(Cl)Cl.CO>[C:1]([O:5][C:6]([NH:8][CH2:9][CH:10]1[O:23][C:13]2=[C:14]3[C:19](=[C:20]([I:24])[CH:21]=[C:12]2[CH2:11]1)[NH:18][C:17](=[O:22])[CH:16]=[CH:15]3)=[O:7])([CH3:4])([CH3:2])[CH3:3] |f:2.3|. Reported procedure: 2-(t-Butoxycarbonyl)aminomethyl-2,3,6,7-tetrahydrofuro[2,3-f]quinoline-7-one (882 mg) and N-iodosuccinimide (756 mg) were dissolved in a solvent mixture (44 ml) of chloroform-methanol (5:1). After refluxing for 2.5 hours with heat, N-iodosuccinimide (756 mg) was added to the mixture, followed by further 2 hour refluxing with heat. Further, N-iodosuccinimide (400 mg) was added to the mixture, which was then refluxed for 1.5 hours with heat. After completion of the reaction, the solvent was distil... The solvent is O1CCCC1 (tetrahydrofuran), ClCCl (dichloromethane), O1CCCC1 (tetrahydrofuran), C(Cl)(Cl)Cl (chloroform). Reagents/catalysts: CN(C=O)C (N,N-dimethylformamide). The product is S1C(=NC2=C1C=CC=C2)C2=CC1=C(N(C(=N1)CN(C)C)C1CCOCC1)C=C2 (5-(benzothiazol-2-yl)-2-(N,N-dimethylaminomethyl)-1-(tetrahydropyran-4-yl)benzimidazole). Reported procedure: An eggplant flask was charged with 5-(benzothiazol-2-yl)-2-hydroxymethyl-1-(tetrahydropyran-4-yl)benzimidazole (see Working Example 8) (0.431 g, 1.179 mmol), oxalyl chloride (0.178 g, 1.40 mmol), and anhydrous dichloromethane (22 mL), and after the addition of anhydrous N,N-dimethylformamide (5 drops) at room temperature, this was refluxed for 3.5 hours. After cooling to room temperature, the solvent was distilled off under reduced pressure. To the yellow residue was added anhydrous tetrahydrofu... Isolated yield 38.0%. The reactants are [I-].[Na+] (sodium iodide), S1C(=NC2=C1C=CC=C2)C2=CC1=C(N(C(=N1)CO)C1CCOCC1)C=C2 (5-(benzothiazol-2-yl)-2-hydroxymethyl-1-(tetrahydropyran-4-yl)benzimidazole), C(C(=O)Cl)(=O)Cl (oxalyl chloride), CNC (dimethylamine). Reaction SMILES: [S:1]1[C:5]2[CH:6]=[CH:7][CH:8]=[CH:9][C:4]=2[N:3]=[C:2]1[C:10]1[CH:26]=[CH:25][C:13]2[N:14]([CH:19]3[CH2:24][CH2:23][O:22][CH2:21][CH2:20]3)[C:15]([CH2:17]O)=[N:16][C:12]=2[CH:11]=1.C(Cl)(=O)C(Cl)=O.[I-].[Na+].[CH3:35][NH:36][CH3:37]>CN(C)C=O.C(Cl)(Cl)Cl.O1CCCC1.ClCCl>[S:1]1[C:5]2[CH:6]=[CH:7][CH:8]=[CH:9][C:4]=2[N:3]=[C:2]1[C:10]1[CH:26]=[CH:25][C:13]2[N:14]([CH:19]3[CH2:24][CH2:23][O:22][CH2:21][CH2:20]3)[C:15]([CH2:17][N:36]([CH3:37])[CH3:35])=[N:16][C:12]=2[CH:11]=1 |f:2.3|.